This data is from the Open Reaction Database (ORD), a public repository of structured organic reaction records. The task is: describe an organic reaction: reactants, conditions, products, and yield Reactants: C1=C(c2c[nH]c3ncccc23)CC2CCCN2C1, C1CCOC1, C[Si](C)(C)[N-][Si](C)(C)C, [Na+], COc1cccc(OC)c1C(=O)Cl. The product is COc1cccc(OC)c1C(=O)n1cc(C2=CCN3CCCC3C2)c2cccnc21. As a reaction SMILES: [CH2:1]1[CH2:2][CH2:3][N:4]2[CH2:5][CH:6]=[C:7]([c:10]3[cH:11][nH:12][c:13]4[n:14][cH:15][cH:16][cH:17][c:18]34)[CH2:8][CH:9]12.[CH2:42]1[O:43][CH2:44][CH2:45][CH2:46]1.[CH3:33][Si:34]([N-:35][Si:36]([CH3:37])([CH3:38])[CH3:39])([CH3:40])[CH3:41].[Na+:32].[O:19]([CH3:20])[c:21]1[c:22]([C:23](=[O:24])[Cl:25])[c:26]([O:30][CH3:31])[cH:27][cH:28][cH:29]1>>[CH2:1]1[CH2:2][CH2:3][N:4]2[CH2:5][CH:6]=[C:7]([c:10]3[cH:11][n:12]([C:23]([c:22]4[c:21]([O:19][CH3:20])[cH:29][cH:28][cH:27][c:26]4[O:30][CH3:31])=[O:24])[c:13]4[n:14][cH:15][cH:16][cH:17][c:18]34)[CH2:8][CH:9]12. The reactants are IC (iodomethane), OC=1C=C(C(=O)O)C=C(C1)N1C(CCC1)=O (3-Hydroxy-5-(2-oxopyrrolidin-1-yl)-benzoic acid), C([O-])([O-])=O.[Cs+].[Cs+] (cesium carbonate), IC (Iodomethane). The solvent is CN(C)C=O (DMF). Reaction conditions: time 30 minute. The product is OC=1C=C(C(=O)OC)C=C(C1)N1C(CCC1)=O (Methyl 3-hydroxy-5-(2-oxopyrrolidin-1-yl)-benzoate). RXN SMILES: [OH:1][C:2]1[CH:3]=[C:4]([CH:8]=[C:9]([N:11]2[CH2:15][CH2:14][CH2:13][C:12]2=[O:16])[CH:10]=1)[C:5]([OH:7])=[O:6].[C:17](=O)([O-])[O-].[Cs+].[Cs+].IC>CN(C=O)C>[OH:1][C:2]1[CH:3]=[C:4]([CH:8]=[C:9]([N:11]2[CH2:15][CH2:14][CH2:13][C:12]2=[O:16])[CH:10]=1)[C:5]([O:7][CH3:17])=[O:6] |f:1.2.3|. Procedure: A mixture of 3-hydroxy-5-(2-oxopyrrolidin-1-yl)benzoic acid (D6) (1.20 g, 5.43 mmol) and cesium carbonate (1.77 g, 5.43 mmol) in DMF (10 ml) was sonicated for 15 minutes. Iodomethane (0.372 ml, 5.97 mmol) was added and the mixture was stirred at room temperature. After 1 hr more iodomethane (0.05 ml) was added and stirring was continued for a further 30 minutes. The solvent was evaporated, ethyl acetate and 2N HCl were added and the product was extracted into ethyl acetate. The extracts were was... Reactants: O (water), ICCCCC1=CC=C(OCC=2N=C(OC2)\C=C\C2=CC=C(C=C2)C(F)(F)F)C=C1 (4-[[4-(4-iodobutyl)phenoxy]methyl]-2-[(E)-2-[4-(trifluoromethyl)phenyl]ethenyl]-1,3-oxazole), N1C(=NC=C1)CCC(=O)OCC (ethyl 3-(1H-imidazol-2-yl)propionate), C([O-])([O-])=O.[K+].[K+] (potassium carbonate). Solvent: CN(C)C=O (DMF). Run at temperature 70 celsius, time 23 hour. Product: FC(C1=CC=C(C=C1)/C=C/C=1OC=C(N1)COC1=CC=C(C=C1)CCCCN1C(=NC=C1)CCC(=O)OCC)(F)F (ethyl 3-[1-[4-[4-[[2-[(E)-2-[4-(trifluoromethyl)phenyl]ethenyl]-1,3-oxazol-4-yl]methoxy]phenyl]butyl]-1H-imidazol-2-yl]propionate). Yield: 57.1%. As a reaction SMILES: I[CH2:2][CH2:3][CH2:4][CH2:5][C:6]1[CH:30]=[CH:29][C:9]([O:10][CH2:11][C:12]2[N:13]=[C:14](/[CH:17]=[CH:18]/[C:19]3[CH:24]=[CH:23][C:22]([C:25]([F:28])([F:27])[F:26])=[CH:21][CH:20]=3)[O:15][CH:16]=2)=[CH:8][CH:7]=1.[NH:31]1[CH:35]=[CH:34][N:33]=[C:32]1[CH2:36][CH2:37][C:38]([O:40][CH2:41][CH3:42])=[O:39].C(=O)([O-])[O-].[K+].[K+].O>CN(C=O)C>[F:26][C:25]([F:28])([F:27])[C:22]1[CH:23]=[CH:24][C:19](/[CH:18]=[CH:17]/[C:14]2[O:15][CH:16]=[C:12]([CH2:11][O:10][C:9]3[CH:29]=[CH:30][C:6]([CH2:5][CH2:4][CH2:3][CH2:2][N:31]4[CH:35]=[CH:34][N:33]=[C:32]4[CH2:36][CH2:37][C:38]([O:40][CH2:41][CH3:42])=[O:39])=[CH:7][CH:8]=3)[N:13]=2)=[CH:20][CH:21]=1 |f:2.3.4|. Procedure: A suspension of 4-[[4-(4-iodobutyl)phenoxy]methyl]-2-[(E)-2-[4-(trifluoromethyl)phenyl]ethenyl]-1,3-oxazole (6.00 g), ethyl 3-(1H-imidazol-2-yl)propionate (3.83 g) and potassium carbonate (1.58 g) in DMF (100 ml) was stirred at 70° C. for 23 hr. The reaction mixture was combined with water and extracted with ethyl acetate. The extract was successively washed with water and saturated brine and dried over magnesium sulfate. The solvent was evaporated under reduced pressure, and the residue was pur... Starting materials: C(#N)C=1N=C(N(C1)COCC[Si](C)(C)C)C(=O)O (4-cyano-1-(2-trimethylsilanyl-ethoxymethyl)-1H-imidazole-2-carboxylic acid), [K+].C(#N)C=1N=C(N(C1)COCC[Si](C)(C)C)C(=O)[O-] (4-Cyano-1-(2-trimethylsilanyl-ethoxymethyl)-1H-imidazole-2-carboxylate potassium salt), N1=CC=CC=C1 (pyridine), O=S(Cl)Cl (SOCl2), N1=CC=CC=C1 (pyridine), C(C)(C)(C)NS(=O)(=O)CCC1=CC(=C(C=C1)N)C1=CCCCC1 (2-(4-amino-3-cyclohex-1-enyl-phenyl)-ethanesulfonic acid tert-butylamide). Run in C(Cl)Cl (DCM), C(Cl)Cl (DCM), O (Water). Reaction conditions: time 1 hour. The product is C(C)(C)(C)NS(=O)(=O)CCC1=CC(=C(C=C1)NC(=O)C=1N(C=C(N1)C#N)COCC[Si](C)(C)C)C1=CCCCC1 (4-Cyano-1-(2-trimethylsilanyl-ethoxymethyl)-1H-imidazole-2-carboxylic acid [4-(2-tert-butylsulfamoyl-ethyl)-2-cyclohex-1-enyl-phenyl]-amide). The yield is 68.0%. As a reaction SMILES: [C:1]([C:3]1[N:4]=[C:5]([C:16]([OH:18])=O)[N:6]([CH2:8][O:9][CH2:10][CH2:11][Si:12]([CH3:15])([CH3:14])[CH3:13])[CH:7]=1)#[N:2].[K+].C(C1N=C(C([O-])=O)N(COCC[Si](C)(C)C)C=1)#N.N1C=CC=CC=1.O=S(Cl)Cl.[C:48]([NH:52][S:53]([CH2:56][CH2:57][C:58]1[CH:63]=[CH:62][C:61]([NH2:64])=[C:60]([C:65]2[CH2:70][CH2:69][CH2:68][CH2:67][CH:66]=2)[CH:59]=1)(=[O:55])=[O:54])([CH3:51])([CH3:50])[CH3:49]>C(Cl)Cl.O>[C:48]([NH:52][S:53]([CH2:56][CH2:57][C:58]1[CH:63]=[CH:62][C:61]([NH:64][C:16]([C:5]2[N:6]([CH2:8][O:9][CH2:10][CH2:11][Si:12]([CH3:13])([CH3:14])[CH3:15])[CH:7]=[C:3]([C:1]#[N:2])[N:4]=2)=[O:18])=[C:60]([C:65]2[CH2:70][CH2:69][CH2:68][CH2:67][CH:66]=2)[CH:59]=1)(=[O:54])=[O:55])([CH3:51])([CH3:49])[CH3:50] |f:1.2|. Reported procedure: To a suspension of 4-cyano-1-(2-trimethylsilanyl-ethoxymethyl)-1H-imidazole-2-carboxylic acid, potassium salt (as prepared in Example 11, step (d), 228 mg, 0.746 mmol) and pyridine (66 μL, 0.81 mmol) in DCM (5 mL), SOCl2 (60 μL, 0.81 mmol) was added at 0° C. The resulting mixture was stirred at RT for 1 h and transferred to a mixture of 2-(4-amino-3-cyclohex-1-enyl-phenyl)-ethanesulfonic acid tert-butylamide (as prepared in the previous step, 228 mg, 0.670 mg) and pyridine (66 μL, 0.81 mmol) in ... Reactants: CCc1cccc(C)c1N, O=N[O-], [Na+], O, O=S(=O)(O)O. Product: CCc1cccc(C)c1O. Reaction SMILES: [CH2:6]([CH3:7])[c:8]1[c:9]([NH2:10])[c:11]([CH3:15])[cH:12][cH:13][cH:14]1.[N:16](=[O:17])[O-:18].[Na+:19].[OH2:20].[S:1](=[O:2])(=[O:3])([OH:4])[OH:5]>>[CH2:6]([CH3:7])[c:8]1[c:9]([OH:17])[c:11]([CH3:15])[cH:12][cH:13][cH:14]1. Starting materials: ClC1=CC=C(CNC(=O)NC(CC#N)=O)C=C1 (1-(4-chlorobenzyl)-3-cyanoacetyl-urea), [OH-].[K+] (KOH). Solvent: CC(C)O (2-propanol), CC(C)O (2-propanol). Product: NC1=CC(NC(N1CC1=CC=C(C=C1)Cl)=O)=O (6-Amino-1-(4-chlorobenzyl)-uracil). The yield is 98.6%. As a reaction SMILES: [Cl:1][C:2]1[CH:17]=[CH:16][C:5]([CH2:6][NH:7][C:8]([NH:10][C:11](=[O:15])[CH2:12][C:13]#[N:14])=[O:9])=[CH:4][CH:3]=1.[OH-].[K+]>CC(O)C>[NH2:14][C:13]1[N:7]([CH2:6][C:5]2[CH:16]=[CH:17][C:2]([Cl:1])=[CH:3][CH:4]=2)[C:8](=[O:9])[NH:10][C:11](=[O:15])[CH:12]=1 |f:1.2|. Procedure: 155.6 g of 1-(4-chlorobenzyl)-3-cyanoacetyl-urea in 230 ml of 2-propanol were added to a solution of 14.0 g of KOH in 450 ml of 2-propanol and heated under reflux for 1 hour. After cooling the solid was collected and washed to give the title compound (153.4 g) as a white solid mp 238-41° C.